This data is from the Open Reaction Database (ORD), a public repository of structured organic reaction records. The task is: describe an organic reaction: reactants, conditions, products, and yield Reactants: BrC=1C=C2C(=NC1)N(C=N2)C (6-bromo-3-methyl-3H-imidazo[4,5-b]pyridine), NC1=C(N=NC2=C(C(=CC=C12)C)Br)C(=O)N (4-amino-8-bromo-7-methylcinnoline-3-carboxamide). Yields the product NC1=C(N=NC2=C(C(=CC=C12)C)C=1C=C2C(=NC1)N(C=N2)C)C(=O)N (4-amino-7-methyl-8-(3-methyl-3H-imidazo[4,5-b]pyridin-6-yl)cinnoline-3-carboxamide). Reaction SMILES: Br[C:2]1[CH:3]=[C:4]2[N:10]=[CH:9][N:8]([CH3:11])[C:5]2=[N:6][CH:7]=1.[NH2:12][C:13]1[C:22]2[C:17](=[C:18](Br)[C:19]([CH3:23])=[CH:20][CH:21]=2)[N:16]=[N:15][C:14]=1[C:25]([NH2:27])=[O:26]>>[NH2:12][C:13]1[C:22]2[C:17](=[C:18]([C:2]3[CH:3]=[C:4]4[N:10]=[CH:9][N:8]([CH3:11])[C:5]4=[N:6][CH:7]=3)[C:19]([CH3:23])=[CH:20][CH:21]=2)[N:16]=[N:15][C:14]=1[C:25]([NH2:27])=[O:26]. Procedure: The title compound was prepared in a manner similar to EXAMPLE 96 using 6-bromo-3-methyl-3H-imidazo[4,5-b]pyridine and 4-amino-8-bromo-7-methylcinnoline-3-carboxamide. 1H NMR (400 MHz, CD3OD) δ ppm 2.34 (s, 3 H), 4.03 (s, 3 H), 7.75 (d, J=8.59 Hz, 1 H), 8.04 (d, J=1.77 Hz, 1 H), 8.28 (d, J=8.59 Hz, 1 H), 8.35 (d, J=1.77 Hz, 1H), 8.45 (s, 1 H); ESI-MS m/z [M+H]+ 334.2. Reactants: CN(C=CC(=O)C1=C(C=CC=C1)[N+](=O)[O-])C (3-(Dimethylamino)-2′-nitroacrylophenone), CNN (methylhydrazine). The solvent is C(C)O (ethanol). The product is CN1N=CC=C1C1=C(C=CC=C1)[N+](=O)[O-] (1-methyl-5-(2-nitrophenyl)pyrazole), CN1N=C(C=C1)C1=C(C=CC=C1)[N+](=O)[O-] (1-methyl-3-(2-nitrophenyl)pyrazole). RXN SMILES: [CH3:1][N:2](C)[CH:3]=[CH:4][C:5]([C:7]1[CH:12]=[CH:11][CH:10]=[CH:9][C:8]=1[N+:13]([O-:15])=[O:14])=O.[CH3:17][NH:18]N>C(O)C>[CH3:17][N:18]1[C:5]([C:7]2[CH:12]=[CH:11][CH:10]=[CH:9][C:8]=2[N+:13]([O-:15])=[O:14])=[CH:4][CH:3]=[N:2]1.[CH3:1][N:2]1[CH:3]=[CH:4][C:5]([C:7]2[CH:12]=[CH:11][CH:10]=[CH:9][C:8]=2[N+:13]([O-:15])=[O:14])=[N:18]1. Reported procedure: 3-(Dimethylamino)-2′-nitroacrylophenone (3.0 g, 13.5 mmol) in absolute ethanol (25 mL) was treated with methylhydrazine (800 μL, 20 mmol) and heated to reflux for 5 hours. The solvent was distilled off, and the residue chromatographed on silica eluting with 2:1 hexane:ethyl acetate to provide 1-methyl-5-(2-nitrophenyl)pyrazole (1.9 g) and 1-methyl-3-(2-nitrophenyl)pyrazole (350 mg). Starting materials: CCOC(=O)C(CC(C)C)c1cc(-c2ccc(C(F)(F)F)cc2)cc(N2CCCCC2Cc2ccccc2C)c1, CO, [Na+], [OH-]. Product: Cc1ccccc1CC1CCCCN1c1cc(-c2ccc(C(F)(F)F)cc2)cc(C(CC(C)C)C(=O)O)c1. Reaction SMILES: [CH2:1]([CH3:2])[O:3][C:4]([CH:5]([CH2:6][CH:7]([CH3:8])[CH3:9])[c:10]1[cH:11][c:12](-[c:30]2[cH:31][cH:32][c:33]([C:36]([F:37])([F:38])[F:39])[cH:34][cH:35]2)[cH:13][c:14]([N:16]2[CH:17]([CH2:22][c:23]3[c:24]([CH3:29])[cH:25][cH:26][cH:27][cH:28]3)[CH2:18][CH2:19][CH2:20][CH2:21]2)[cH:15]1)=[O:40].[CH3:43][OH:44].[Na+:42].[OH-:41]>>[O:3]=[C:4]([CH:5]([CH2:6][CH:7]([CH3:8])[CH3:9])[c:10]1[cH:11][c:12](-[c:30]2[cH:31][cH:32][c:33]([C:36]([F:37])([F:38])[F:39])[cH:34][cH:35]2)[cH:13][c:14]([N:16]2[CH:17]([CH2:22][c:23]3[c:24]([CH3:29])[cH:25][cH:26][cH:27][cH:28]3)[CH2:18][CH2:19][CH2:20][CH2:21]2)[cH:15]1)[OH:40].